From a dataset of the Open Reaction Database (ORD), a public repository of structured organic reaction records. describe an organic reaction: reactants, conditions, products, and yield Reactants: C(CCC)C1=NC=C(N1CC1=CC=C(C=C1)C1=C(C=CC=C1)C1=NN=NN1C(C1=CC=CC=C1)(C1=CC=CC=C1)C1=CC=CC=C1)C=C1C(NC(N1C)=O)=O (5-[[2-butyl-3-[[2'-(N-triphenylmethyl-tetrazol-5-yl) [1,1'-biphenyl]-4-yl]methyl]-3H-imidazol-4-yl]methylene]-1-methyl-2,4-imidazolidinedione), CO (methanol), C(C)(=O)O (acetic acid). Product: C(CCC)C1=NC=C(N1CC1=CC=C(C=C1)C1=C(C=CC=C1)C1=NN=NN1)\C=C\1/C(NC(N1C)=O)=O (E-5-[[2-butyl-3-[[2'-(1H-tetrazol-5-yl)[1,1'-biphenyl]-4-yl]methyl]-3H-imidazol-4-yl]methylene]1-methyl-2,4-imidazolidinedione). Solvent: O (water), hexanes. Reaction SMILES: [CH2:1]([C:5]1[N:9]([CH2:10][C:11]2[CH:16]=[CH:15][C:14]([C:17]3[CH:22]=[CH:21][CH:20]=[CH:19][C:18]=3[C:23]3[N:27](C(C4C=CC=CC=4)(C4C=CC=CC=4)C4C=CC=CC=4)[N:26]=[N:25][N:24]=3)=[CH:13][CH:12]=2)[C:8]([CH:47]=[C:48]2[N:52]([CH3:53])[C:51](=[O:54])[NH:50][C:49]2=[O:55])=[CH:7][N:6]=1)[CH2:2][CH2:3][CH3:4].CO.C(O)(=O)C>O>[CH2:1]([C:5]1[N:9]([CH2:10][C:11]2[CH:12]=[CH:13][C:14]([C:17]3[CH:22]=[CH:21][CH:20]=[CH:19][C:18]=3[C:23]3[NH:27][N:26]=[N:25][N:24]=3)=[CH:15][CH:16]=2)[C:8](/[CH:47]=[C:48]2\[C:49](=[O:55])[NH:50][C:51](=[O:54])[N:52]\2[CH3:53])=[CH:7][N:6]=1)[CH2:2][CH2:3][CH3:4]. Procedure details: To a mixture of the E and Z-isomers of 5-[[2-butyl-3-[[2'-(N-triphenylmethyl-tetrazol-5-yl) [1,1'-biphenyl]-4-yl]methyl]-3H-imidazol-4-yl]methylene]-1-methyl-2,4-imidazolidinedione (0.400 g, 0.552 mmol ) was added methanol (50 mL) and glacial acetic acid (0.2 mL). This white heterogeneous mixture was refluxed for 3 hour in which time a solution formed. The solution was cooled to room temperature and diluted with water (5 mL) and hexanes (50 mL). The aqueous methanol fraction was evaporated in va... The reactants are COC(C1=CN=CC(=C1)SC1=C(NC2=CC(=CC=C12)Cl)C)=O (5-(6-chloro-2-methyl-1H-indol-3-ylsulfanyl)-nicotinic acid methyl ester), BrC=1C=NN(C1)C(C)C (4-bromo-1-isopropyl-1H-pyrazole). Yields the product COC(C1=CN=CC(=C1)SC1=C(N(C2=CC(=CC=C12)Cl)C=1C=NN(C1)C(C)C)C)=O (5-[6-Chloro-1-(1-isopropyl-1H-pyrazol-4-yl)-2-methyl-1H-indol-3-ylsulfanyl]-nicotinic acid methyl ester). As a reaction SMILES: [CH3:1][O:2][C:3](=[O:22])[C:4]1[CH:9]=[C:8]([S:10][C:11]2[C:19]3[C:14](=[CH:15][C:16]([Cl:20])=[CH:17][CH:18]=3)[NH:13][C:12]=2[CH3:21])[CH:7]=[N:6][CH:5]=1.Br[C:24]1[CH:25]=[N:26][N:27]([CH:29]([CH3:31])[CH3:30])[CH:28]=1>>[CH3:1][O:2][C:3](=[O:22])[C:4]1[CH:9]=[C:8]([S:10][C:11]2[C:19]3[C:14](=[CH:15][C:16]([Cl:20])=[CH:17][CH:18]=3)[N:13]([C:24]3[CH:25]=[N:26][N:27]([CH:29]([CH3:31])[CH3:30])[CH:28]=3)[C:12]=2[CH3:21])[CH:7]=[N:6][CH:5]=1. Procedure details: Prepared according to the procedure described in Example 3, Step 1, using the following starting materials: 5-(6-chloro-2-methyl-1H-indol-3-ylsulfanyl)-nicotinic acid methyl ester and 4-bromo-1-isopropyl-1H-pyrazole. Reactants: C1(=CC=CC=C1)C1=C(C(=C(C1=O)C1=CC=CC=C1)C1=CC=CC=C1)C1=CC=CC=C1 (tetraphenylcyclopentadienone), C(=C)C1=CC=C(C=C1)[Mg]Br (p-vinylphenylmagnesium bromide). The solvent is CCOCC (ether). Yields the product C1(=CC=CC=C1)C1=C(C(=C(C1(O)C1=CC=C(C=C1)C=C)C1=CC=CC=C1)C1=CC=CC=C1)C1=CC=CC=C1 (1,2,3,4-tetraphenyl-5-p-vinylphenylcyclopenta-1,3-dien-5-ol). RXN SMILES: [C:1]1([C:7]2[C:11](=[O:12])[C:10]([C:13]3[CH:18]=[CH:17][CH:16]=[CH:15][CH:14]=3)=[C:9]([C:19]3[CH:24]=[CH:23][CH:22]=[CH:21][CH:20]=3)[C:8]=2[C:25]2[CH:30]=[CH:29][CH:28]=[CH:27][CH:26]=2)[CH:6]=[CH:5][CH:4]=[CH:3][CH:2]=1.[CH:31]([C:33]1[CH:38]=[CH:37][C:36]([Mg]Br)=[CH:35][CH:34]=1)=[CH2:32]>CCOCC>[C:13]1([C:10]2[C:11]([C:36]3[CH:37]=[CH:38][C:33]([CH:31]=[CH2:32])=[CH:34][CH:35]=3)([OH:12])[C:7]([C:1]3[CH:6]=[CH:5][CH:4]=[CH:3][CH:2]=3)=[C:8]([C:25]3[CH:30]=[CH:29][CH:28]=[CH:27][CH:26]=3)[C:9]=2[C:19]2[CH:20]=[CH:21][CH:22]=[CH:23][CH:24]=2)[CH:18]=[CH:17][CH:16]=[CH:15][CH:14]=1. Procedure details: 46.2 g (0.12 mol) of tetraphenylcyclopentadienone were reacted with 0.61 mol of p-vinylphenylmagnesium bromide in 400 ml of ether and then hydrolysis to yield 1,2,3,4-tetraphenyl-5-p-vinylphenylcyclopenta-1,3-dien-5-ol. (Elemental analysis for C37H28O: found: C, 90.91%, H, 5.75%. calculated: C, 90.85%, H, 5.78%). As a reaction SMILES: [C:37]([BH3-:38])#[N:39].[CH3:30][NH:31][CH3:32].[CH3:33][C:34](=[O:35])[OH:36].[CH3:41][OH:42].[F:1][c:2]1[cH:3][cH:4][c:5]([CH:8]2[CH:9]([c:22]3[cH:23][cH:24][c:25]([CH:26]=[O:27])[cH:28][cH:29]3)[NH:10][c:11]3[c:12]4[c:13]2[n:14][nH:15][c:16](=[O:21])[c:17]4[cH:18][cH:19][cH:20]3)[cH:6][cH:7]1.[Na+:40]>>[F:1][c:2]1[cH:3][cH:4][c:5]([CH:8]2[CH:9]([c:22]3[cH:23][cH:24][c:25]([CH2:26][N:31]([CH3:30])[CH3:32])[cH:28][cH:29]3)[NH:10][c:11]3[c:12]4[c:13]2[n:14][nH:15][c:16](=[O:21])[c:17]4[cH:18][cH:19][cH:20]3)[cH:6][cH:7]1. Reactants: [BH3-]C#N, CNC, CC(=O)O, CO, O=Cc1ccc(C2Nc3cccc4c(=O)[nH]nc(c34)C2c2ccc(F)cc2)cc1, [Na+]. Product: CN(C)Cc1ccc(C2Nc3cccc4c(=O)[nH]nc(c34)C2c2ccc(F)cc2)cc1. Starting materials: [BH4-], COc1ccc(C=O)cc1, NC1CCC1, [O-][Cl+3]([O-])([O-])[O-], [O-][Cl+3]([O-])([O-])[O-], ClCCl, [Mg+2], [Na+], [Na+], [Na+], [Na+], O=S(=O)([O-])[O-], [OH-]. Product: COc1ccc(CNC2CCC2)cc1. RXN SMILES: [BH4-:34].[CH3:1][O:2][c:3]1[cH:4][cH:5][c:6]([CH:7]=[O:8])[cH:9][cH:10]1.[CH:11]1([NH2:15])[CH2:12][CH2:13][CH2:14]1.[Cl+3:16]([O-:17])([O-:18])([O-:19])[O-:20].[Cl+3:22]([O-:23])([O-:24])([O-:25])[O-:26].[Cl:36][CH2:37][Cl:38].[Mg+2:21].[Na+:27].[Na+:28].[Na+:35].[Na+:40].[O-:29][S:30]([O-:31])(=[O:32])=[O:33].[OH-:39]>>[CH3:1][O:2][c:3]1[cH:4][cH:5][c:6]([CH2:7][NH:15][CH:11]2[CH2:12][CH2:13][CH2:14]2)[cH:9][cH:10]1. Starting materials: CN(C1(CCC(CC1)=O)C1=CC=C(C=C1)Cl)C (4-dimethylamino-4-(p-chlorophenyl)cyclohexanone), [BH4-].[Na+] (Sodium borohydride), product. Solvent: C(C)(C)O (isopropanol). Run at time 6 hour. Yields the product CN(C1(CCC(CC1)O)C1=CC=C(C=C1)Cl)C (4-Dimethylamino-4-(p-chlorophenyl)cyclohexanol). RXN SMILES: [CH3:1][N:2]([CH3:17])[C:3]1([C:10]2[CH:15]=[CH:14][C:13]([Cl:16])=[CH:12][CH:11]=2)[CH2:8][CH2:7][C:6](=[O:9])[CH2:5][CH2:4]1.[BH4-].[Na+]>C(O)(C)C>[CH3:1][N:2]([CH3:17])[C:3]1([C:10]2[CH:15]=[CH:14][C:13]([Cl:16])=[CH:12][CH:11]=2)[CH2:8][CH2:7][CH:6]([OH:9])[CH2:5][CH2:4]1 |f:1.2|. Reported procedure: A suspension of 4.0 g. (0.016 mole) of 4-dimethylamino-4-(p-chlorophenyl)cyclohexanone in 60 ml. 95% isopropanol is warmed to dissolve the solid. Sodium borohydride (0.61 g.) is then added and the mixture stirred at room temperature for six hours. The bulk of the solvent is then removed in vacuum. The residue is taken up in water and methylene chloride. The organic layer is washed with water and brine and taken to dryness. The residual solid is recrystallized twice from acetone to afford 1.21 g.... Starting materials: Cc1cnc(N2CCN(C(=O)OC(C)(C)C)CC2)c(C)n1, CCOC(C)=O, CCOC(C)=O, ClC(Cl)Cl, Cl. The product is Cl, Cc1cnc(N2CCNCC2)c(C)n1. As a reaction SMILES: [C:1]([O:2][C:3](=[O:4])[N:8]1[CH2:9][CH2:10][N:11]([c:14]2[n:15][cH:16][c:17]([CH3:21])[n:18][c:19]2[CH3:20])[CH2:12][CH2:13]1)([CH3:5])([CH3:6])[CH3:7].[C:22]([O:23][CH2:24][CH3:25])(=[O:26])[CH3:27].[CH3:29][CH2:30][O:31][C:32](=[O:33])[CH3:34].[CH:35]([Cl:36])([Cl:37])[Cl:38].[ClH:28]>>[ClH:28].[NH:8]1[CH2:9][CH2:10][N:11]([c:14]2[n:15][cH:16][c:17]([CH3:21])[n:18][c:19]2[CH3:20])[CH2:12][CH2:13]1. The reactants are Cl.O(C)N (methoxylamine hydrochloride), BrC=1N=CC(=NC1)NC(C(CC1CCC(CC1)=O)C1=CC(=C(C=C1)S(=O)(=O)C)Cl)=O (N-(5-bromo-pyrazin-2-yl)-2-(3-chloro-4-methanesulfonyl-phenyl)-3-(4-oxo-cyclohexyl)-propionamide). The solvent is CO (methanol), N1=CC=CC=C1 (pyridine). Run at temperature 25 celsius. Yields the product BrC=1N=CC(=NC1)NC(C(CC1CCC(CC1)=NOC)C1=CC(=C(C=C1)S(=O)(=O)C)Cl)=O (N-(5-bromo-pyrazin-2-yl)-2-(3-chloro-4-methanesulfonyl-phenyl)-3-(4-methoxyimino-cyclohexyl)-propionamide). Isolated yield 78.1%. As a reaction SMILES: Cl.[O:2]([NH2:4])[CH3:3].[Br:5][C:6]1[N:7]=[CH:8][C:9]([NH:12][C:13](=[O:34])[CH:14]([C:23]2[CH:28]=[CH:27][C:26]([S:29]([CH3:32])(=[O:31])=[O:30])=[C:25]([Cl:33])[CH:24]=2)[CH2:15][CH:16]2[CH2:21][CH2:20][C:19](=O)[CH2:18][CH2:17]2)=[N:10][CH:11]=1>CO.N1C=CC=CC=1>[Br:5][C:6]1[N:7]=[CH:8][C:9]([NH:12][C:13](=[O:34])[CH:14]([C:23]2[CH:28]=[CH:27][C:26]([S:29]([CH3:32])(=[O:30])=[O:31])=[C:25]([Cl:33])[CH:24]=2)[CH2:15][CH:16]2[CH2:21][CH2:20][C:19](=[N:4][O:2][CH3:3])[CH2:18][CH2:17]2)=[N:10][CH:11]=1 |f:0.1|. Reported procedure: A solution of methoxylamine hydrochloride (16 mg, 0.18 mmol) in methanol (0.5 mL) and pyridine (0.5 mL) was treated with N-(5-bromo-pyrazin-2-yl)-2-(3-chloro-4-methanesulfonyl-phenyl)-3-(4-oxo-cyclohexyl)-propionamide (prepared as in Example 59, 62 mg, 0.12 mmol). The reaction mixture was heated under reflux for 2 h, cooled to 25° C., and concentrated in vacuo to remove methanol. The resulting residue was suspended in ethyl acetate (10 mL), washed with water 1×5 mL), dried over magnesium sulfate...